This data is from the Open Reaction Database (ORD), a public repository of structured organic reaction records. The task is: describe an organic reaction: reactants, conditions, products, and yield Reactants: CN(CCNC1=CC=C(C(=O)N2CCN(CC2)CCC2=CC=C(C=C2)Cl)C=C1)C (1-[4-(2-dimethylaminoethylamino)benzoyl]-4-[2-(4-chlorophenyl)ethyl]piperazine), ClCC(=O)Cl (chloroacetyl chloride). The product is CN(CCN(C(CCl)=O)C1=CC=C(C(=O)N2CCN(CC2)CCC2=CC=C(C=C2)Cl)C=C1)C (1-{4-[N-(2-dimethylaminoethyl)-N-chloroacetylamino]benzoyl}-4-[2(4-chlorophenyl)ethyl]piperazine). Reaction SMILES: [CH3:1][N:2]([CH3:29])[CH2:3][CH2:4][NH:5][C:6]1[CH:28]=[CH:27][C:9]([C:10]([N:12]2[CH2:17][CH2:16][N:15]([CH2:18][CH2:19][C:20]3[CH:25]=[CH:24][C:23]([Cl:26])=[CH:22][CH:21]=3)[CH2:14][CH2:13]2)=[O:11])=[CH:8][CH:7]=1.[Cl:30][CH2:31][C:32](Cl)=[O:33]>>[CH3:29][N:2]([CH3:1])[CH2:3][CH2:4][N:5]([C:6]1[CH:28]=[CH:27][C:9]([C:10]([N:12]2[CH2:13][CH2:14][N:15]([CH2:18][CH2:19][C:20]3[CH:21]=[CH:22][C:23]([Cl:26])=[CH:24][CH:25]=3)[CH2:16][CH2:17]2)=[O:11])=[CH:8][CH:7]=1)[C:32](=[O:33])[CH2:31][Cl:30]. Procedure details: Analogously to Example 22, 1-[4-(2-dimethylaminoethylamino)benzoyl]-4-[2-(4-chlorophenyl)ethyl]piperazine (Example 54b) is reacted with chloroacetyl chloride, yielding 1-{4-[N-(2-dimethylaminoethyl)-N-chloroacetylamino]benzoyl}-4-[2(4-chlorophenyl)ethyl]piperazine. The hydrochloride thereof melts at 215°-216° (decomposition).